From a dataset of the Open Reaction Database (ORD), a public repository of structured organic reaction records. describe an organic reaction: reactants, conditions, products, and yield The reactants are C(C)(C)(C)NS(=O)(=O)C1=C(C=CC=C1)C1=CC=C(C(=O)Cl)C=C1 (4-(2-{[(tert-butyl)amino]sulfonyl}phenyl)benzoyl chloride), NC1=C(SC=C1)C(=O)NC1=NC=CC(=C1)Cl (3-amino-2-(4-chloro-2-pyridinyl)aminocarbonyl thiophene), N1=CC=CC=C1 (pyridine), ClCCl (dichloromethane), ClCCl (dichloromethane). Product: ClC=1C=CC(=NC1)NC(=O)C=1SC=CC1NC(=O)C1=CC=C(C=C1)C1=C(C=CC=C1)S(N)(=O)=O (N-{2-[N-(5-chloro(2-pyridyl))carbamoyl](3-thienyl)}[4-(2-sulfamoylphenyl)phenyl]carboxamide). Reaction SMILES: C([NH:5][S:6]([C:9]1[CH:14]=[CH:13][CH:12]=[CH:11][C:10]=1[C:15]1[CH:23]=[CH:22][C:18]([C:19](Cl)=[O:20])=[CH:17][CH:16]=1)(=[O:8])=[O:7])(C)(C)C.[NH2:24][C:25]1[CH:29]=[CH:28][S:27][C:26]=1[C:30]([NH:32][C:33]1[CH:38]=[C:37](Cl)[CH:36]=[CH:35][N:34]=1)=[O:31].N1C=CC=CC=1.[Cl:46]CCl>>[Cl:46][C:36]1[CH:37]=[CH:38][C:33]([NH:32][C:30]([C:26]2[S:27][CH:28]=[CH:29][C:25]=2[NH:24][C:19]([C:18]2[CH:17]=[CH:16][C:15]([C:10]3[CH:11]=[CH:12][CH:13]=[CH:14][C:9]=3[S:6](=[O:7])(=[O:8])[NH2:5])=[CH:23][CH:22]=2)=[O:20])=[O:31])=[N:34][CH:35]=1. Procedure: A solution of 4-(2-{[(tert-butyl)amino]sulfonyl}phenyl)benzoyl chloride (1 equiv), 3-amino-2-(4-chloro-2-pyridinyl)aminocarbonyl thiophene (1 equiv), pyridine (5 equiv) in dichloromethane was stirred at rt overnight. The mixture was diluted with dichloromethane, washed with water, dried over Na2SO4, filtered and evaporated. The residue was refluxed with 1 mL of TFA for 2 h. After evaporation, reverse phase HPLC gave the title product. ES-MS 513(M+1). The reactants are COc1ccc(COC(=O)C2CCC(OC(=O)C(NC(=O)OCc3ccccc3)C(C)C)CC2)cc1, ClCCl, O=C(O)C(F)(F)F. The product is CC(C)C(NC(=O)OCc1ccccc1)C(=O)OC1CCC(C(=O)O)CC1. Reaction SMILES: [CH2:1]([c:2]1[cH:3][cH:4][cH:5][cH:6][cH:7]1)[O:8][C:9](=[O:10])[NH:11][CH:12]([CH:13]([CH3:14])[CH3:15])[C:16](=[O:17])[O:18][CH:19]1[CH2:20][CH2:21][CH:22]([C:25](=[O:26])[O:27][CH2:28][c:29]2[cH:30][cH:31][c:32]([O:33][CH3:34])[cH:35][cH:36]2)[CH2:23][CH2:24]1.[Cl:44][CH2:45][Cl:46].[OH:37][C:38]([C:39]([F:40])([F:41])[F:42])=[O:43]>>[CH2:1]([c:2]1[cH:3][cH:4][cH:5][cH:6][cH:7]1)[O:8][C:9](=[O:10])[NH:11][CH:12]([CH:13]([CH3:14])[CH3:15])[C:16](=[O:17])[O:18][CH:19]1[CH2:20][CH2:21][CH:22]([C:25](=[O:26])[OH:27])[CH2:23][CH2:24]1.